From a dataset of the Open Reaction Database (ORD), a public repository of structured organic reaction records. describe an organic reaction: reactants, conditions, products, and yield Reactants: C(C)N(CCN(CC=C)C1=CC=C(C=C1)[N+](=O)[O-])CCCCC(C)C (N-ethyl-N-(5-methylhexyl)-N'-(4-nitrophenyl)-N'-(2-propenyl)1,2-ethanediamine), O.O.[Sn](Cl)Cl (tin(II) chloride dihydrate). Solvent: C(C)O (ethanol). Product: NC1=CC=C(C=C1)N(CCN(CCCCC(C)C)CC)CC=C (N-(4-Aminophenyl)-N'-ethyl-N'-(5-methylhexyl)-N-(2-propenyl)-1,2-ethanediamine). As a reaction SMILES: [CH2:1]([N:3]([CH2:19][CH2:20][CH2:21][CH2:22][CH:23]([CH3:25])[CH3:24])[CH2:4][CH2:5][N:6]([C:10]1[CH:15]=[CH:14][C:13]([N+:16]([O-])=O)=[CH:12][CH:11]=1)[CH2:7][CH:8]=[CH2:9])[CH3:2].O.O.[Sn](Cl)Cl>C(O)C>[NH2:16][C:13]1[CH:12]=[CH:11][C:10]([N:6]([CH2:7][CH:8]=[CH2:9])[CH2:5][CH2:4][N:3]([CH2:1][CH3:2])[CH2:19][CH2:20][CH2:21][CH2:22][CH:23]([CH3:24])[CH3:25])=[CH:15][CH:14]=1 |f:1.2.3|. Procedure details: In a manner similar to Preparation 4 react N-ethyl-N-(5-methylhexyl)-N'-(4-nitrophenyl)-N'-(2-propenyl)1,2-ethanediamine with tin(II) chloride dihydrate in ethanol to obtain the title compound. Reactants: Cc1ccc(NC(=O)c2ccc(CN3CCN(C)CC3)cc2)cc1Nc1nccc(-c2cccnc2)n1, CS(=O)(=O)O, CCO, O. Yields the product Cc1ccc(NC(=O)c2ccc(CN3CCN(C)CC3)cc2)cc1Nc1nccc(-c2cccnc2)n1, CS(=O)(=O)O. RXN SMILES: [CH3:1][N:2]1[CH2:3][CH2:4][N:5]([CH2:8][c:9]2[cH:10][cH:11][c:12]([C:15](=[O:16])[NH:17][c:18]3[cH:19][cH:20][c:21]([CH3:22])[c:23]([NH:24][c:25]4[n:26][cH:27][cH:28][c:29](-[c:31]5[cH:32][cH:33][cH:34][n:35][cH:36]5)[n:30]4)[cH:37]3)[cH:13][cH:14]2)[CH2:6][CH2:7]1.[CH3:39][S:40]([OH:41])(=[O:42])=[O:43].[CH3:44][CH2:45][OH:46].[OH2:38]>>[CH3:1][N:2]1[CH2:3][CH2:4][N:5]([CH2:8][c:9]2[cH:10][cH:11][c:12]([C:15](=[O:16])[NH:17][c:18]3[cH:19][cH:20][c:21]([CH3:22])[c:23]([NH:24][c:25]4[n:26][cH:27][cH:28][c:29](-[c:31]5[cH:32][cH:33][cH:34][n:35][cH:36]5)[n:30]4)[cH:37]3)[cH:13][cH:14]2)[CH2:6][CH2:7]1.[CH3:39][S:40](=[O:41])(=[O:42])[OH:43]. Reaction SMILES: [Cl:1][c:2]1[cH:3][c:4]([NH:9][c:10]2[cH:11][cH:12][c:13]([N:16]3[C:17](=[O:29])[CH2:18][N:19]([C:22](=[O:23])[O:24][C:25]([CH3:26])([CH3:27])[CH3:28])[CH2:20][CH2:21]3)[cH:14][n:15]2)[c:5](=[O:8])[nH:6][n:7]1.[ClH:64].[F:30][c:31]1[c:32]([NH:46][C:47](=[O:48])[c:49]2[cH:50][c:51]3[c:52]([s:53]2)[CH2:54][CH2:55][CH2:56][CH2:57]3)[cH:33][c:34]([B:37]2[O:38][C:39]([CH3:40])([CH3:41])[C:42]([CH3:43])([CH3:44])[O:45]2)[cH:35][cH:36]1.[Na+:58].[Na+:59].[O-:60][C:61](=[O:62])[O-:63].[O:143]=[CH:144][N:145]([CH3:146])[CH3:147].[OH2:142].[cH:65]1[cH:66][cH:67][c:68]([P:69]([Pd:70]([P:71]([c:72]2[cH:73][cH:74][cH:75][cH:76][cH:77]2)([c:78]2[cH:79][cH:80][cH:81][cH:82][cH:83]2)[c:84]2[cH:85][cH:86][cH:87][cH:88][cH:89]2)([P:90]([c:91]2[cH:92][cH:93][cH:94][cH:95][cH:96]2)([c:97]2[cH:98][cH:99][cH:100][cH:101][cH:102]2)[c:103]2[cH:104][cH:105][cH:106][cH:107][cH:108]2)[P:109]([c:110]2[cH:111][cH:112][cH:113][cH:114][cH:115]2)([c:116]2[cH:117][cH:118][cH:119][cH:120][cH:121]2)[c:122]2[cH:123][cH:124][cH:125][cH:126][cH:127]2)([c:128]2[cH:129][cH:130][cH:131][cH:132][cH:133]2)[c:134]2[cH:135][cH:136][cH:137][cH:138][cH:139]2)[cH:140][cH:141]1>>[c:2]1(-[c:34]2[cH:33][c:32]([NH:46][C:47](=[O:48])[c:49]3[cH:50][c:51]4[c:52]([s:53]3)[CH2:54][CH2:55][CH2:56][CH2:57]4)[c:31]([F:30])[cH:36][cH:35]2)[cH:3][c:4]([NH:9][c:10]2[cH:11][cH:12][c:13]([N:16]3[C:17](=[O:29])[CH2:18][N:19]([C:22](=[O:23])[O:24][C:25]([CH3:26])([CH3:27])[CH3:28])[CH2:20][CH2:21]3)[cH:14][n:15]2)[c:5](=[O:8])[nH:6][n:7]1. Starting materials: CC(C)(C)OC(=O)N1CCN(c2ccc(Nc3cc(Cl)n[nH]c3=O)nc2)C(=O)C1, Cl, CC1(C)OB(c2ccc(F)c(NC(=O)c3cc4c(s3)CCCC4)c2)OC1(C)C, [Na+], [Na+], O=C([O-])[O-], CN(C)C=O, O, c1ccc(P(c2ccccc2)(c2ccccc2)[Pd](P(c2ccccc2)(c2ccccc2)c2ccccc2)(P(c2ccccc2)(c2ccccc2)c2ccccc2)P(c2ccccc2)(c2ccccc2)c2ccccc2)cc1. The product is CC(C)(C)OC(=O)N1CCN(c2ccc(Nc3cc(-c4ccc(F)c(NC(=O)c5cc6c(s5)CCCC6)c4)n[nH]c3=O)nc2)C(=O)C1. The reactants are FC1=CC=C(C=C1)CC1=CN=C2C(=C(C(N(C2=C1)CCN1C(CCCC1)=O)=O)C(=O)OCC)O (ethyl 7-[(4-fluorophenyl)methyl]-4-hydroxy-2-oxo-1-[2-(2-oxo-1-piperidinyl)ethyl]-1,2-dihydro-1,5-naphthyridine-3-carboxylate), NCCCO (3-aminopropanol). Yields the product FC1=CC=C(C=C1)CC1=CN=C2C(=C(C(N(C2=C1)CCN1C(CCCC1)=O)=O)C(=O)NCCCO)O (7-[(4-fluorophenyl)methyl]-4-hydroxy-N-(3-hydroxypropyl)-2-oxo-1-[2-(2-oxo-1-piperidinyl)ethyl]-1,2-dihydro-1,5-naphthyridine-3-carboxamide). RXN SMILES: [F:1][C:2]1[CH:7]=[CH:6][C:5]([CH2:8][C:9]2[CH:18]=[C:17]3[C:12]([C:13]([OH:34])=[C:14]([C:29](OCC)=[O:30])[C:15](=[O:28])[N:16]3[CH2:19][CH2:20][N:21]3[CH2:26][CH2:25][CH2:24][CH2:23][C:22]3=[O:27])=[N:11][CH:10]=2)=[CH:4][CH:3]=1.[NH2:35][CH2:36][CH2:37][CH2:38][OH:39]>>[F:1][C:2]1[CH:3]=[CH:4][C:5]([CH2:8][C:9]2[CH:18]=[C:17]3[C:12]([C:13]([OH:34])=[C:14]([C:29]([NH:35][CH2:36][CH2:37][CH2:38][OH:39])=[O:30])[C:15](=[O:28])[N:16]3[CH2:19][CH2:20][N:21]3[CH2:26][CH2:25][CH2:24][CH2:23][C:22]3=[O:27])=[N:11][CH:10]=2)=[CH:6][CH:7]=1. Reported procedure: This compound was prepared from ethyl 7-[(4-fluorophenyl)methyl]-4-hydroxy-2-oxo-1-[2-(2-oxo-1-piperidinyl)ethyl]-1,2-dihydro-1,5-naphthyridine-3-carboxylate and 3-aminopropanol using methods similar to Example 563 to provide an off-white solid: 1H NMR (300 MHz, DMSO-d6) δ ppm 1.09 (t, J=7.05 Hz, 2 H), 1.52-1.65 (m, 4 H), 1.65-1.75 (m, 2 H), 2.04 (t, J=6.42 Hz, 2 H), 3.26 (t, J=5.48 Hz, 2 H), 3.39-3.53 (m, 4 H), 4.16 (s, 2 H), 4.39 (t, J=6.42 Hz, 2 H), 4.55-4.63 (m, 1 H), 7.11-7.17 (m, 2 H), 7.3... Starting materials: ClC1=C(C=C(C=C1)Cl)I (2,5-dichloroiodobenzene), C1(=CC=CC=C1)P(C1=CC=CC=C1)C1=CC=CC=C1 (triphenylphosphine), C(C#C)O (propargyl alcohol), C(C)(C)N(CC)C(C)C (diisopropylethylamine). The reagents and catalysts are [Cu]I (copper(I) iodide), C1=CC=C(C=C1)/C=C/C(=O)/C=C/C2=CC=CC=C2.C1=CC=C(C=C1)/C=C/C(=O)/C=C/C2=CC=CC=C2.C1=CC=C(C=C1)/C=C/C(=O)/C=C/C2=CC=CC=C2.C(Cl)(Cl)Cl.[Pd].[Pd] (tris(dibenzylideneacetone)dipalladium(0) chloroform adduct). Run in [Cl-].[Na+].O (brine), O1CCCC1 (tetrahydrofuran). Run at time 25 hour. The product is ClC1=C(C=C(C=C1)Cl)C#CCO (3-(2,5-dichlorophenyl)-2-propyne-1-ol). Reaction SMILES: [Cl:1][C:2]1[CH:7]=[CH:6][C:5]([Cl:8])=[CH:4][C:3]=1I.C1(P(C2C=CC=CC=2)C2C=CC=CC=2)C=CC=CC=1.[CH2:29]([OH:32])[C:30]#[CH:31].C(N(C(C)C)CC)(C)C>[Cl-].[Na+].O.[Cu]I.C1C=CC(/C=C/C(/C=C/C2C=CC=CC=2)=O)=CC=1.C1C=CC(/C=C/C(/C=C/C2C=CC=CC=2)=O)=CC=1.C1C=CC(/C=C/C(/C=C/C2C=CC=CC=2)=O)=CC=1.C(Cl)(Cl)Cl.[Pd].[Pd].O1CCCC1>[Cl:1][C:2]1[CH:7]=[CH:6][C:5]([Cl:8])=[CH:4][C:3]=1[C:31]#[C:30][CH2:29][OH:32] |f:4.5.6,8.9.10.11.12.13|. Procedure: A mixture of 2,5-dichloroiodobenzene (5.00 g), copper(I) iodide (69.8 mg), triphenylphosphine (240 mg), tris(dibenzylideneacetone)dipalladium(0) chloroform adduct (378 mg), propargyl alcohol (1.19 ml), diisopropylethylamine (12.8 ml) and tetrahydrofuran (100 ml) was stirred at room temperature for 25 hr. The reaction mixture was added to brine, and the mixture was extracted with ethyl acetate, washed with saturated brine, and dried over anhydrous magnesium sulfate. The solvent was evaporated und... Product: NC1=C(C=CC(=C1)OC)O (2-amino-4-(methyloxy)phenol), Cl.NC1=C(C=CC(=C1)OC)O (2-amino-4-(methyloxy)phenol HCl salt). Procedure details: A 1 L round bottom 3-neck flask equipped with a magnetic stir bar was charged with 4-methoxy-2-nitrophenol (10.0 g, 59.0 mmol) and 10% Pd/C (1 g, 10% by weight) under argon. Ethyl acetate (200 mL) was then added very slowly to the mixture under argon. The mixture was stirred vigorously at room temperature for several minutes before 1.8 mL of concentrated hydrochoric acid was added. The argon was evacuated from the flask under reduced pressure and the flask was then charged with 1 atm of hydrogen... Reagents/catalysts: [Pd] (Pd/C). Yield: 64.0%. The solvent is C(C)(=O)OCC (Ethyl acetate). Reaction conditions: time 18 hour. The reactants are COC1=CC(=C(C=C1)O)[N+](=O)[O-] (4-methoxy-2-nitrophenol), Cl (hydrochoric acid). RXN SMILES: [CH3:1][O:2][C:3]1[CH:8]=[CH:7][C:6]([OH:9])=[C:5]([N+:10]([O-])=O)[CH:4]=1.[ClH:13]>[Pd].C(OCC)(=O)C>[NH2:10][C:5]1[CH:4]=[C:3]([O:2][CH3:1])[CH:8]=[CH:7][C:6]=1[OH:9].[ClH:13].[NH2:10][C:5]1[CH:4]=[C:3]([O:2][CH3:1])[CH:8]=[CH:7][C:6]=1[OH:9] |f:5.6|. Starting materials: FC(C(CC(=O)C1=CC(=C(C=C1)C(F)(F)F)C)=O)F (4,4-difluoro-1-(3-methyl-4-trifluoromethyl-phenyl)-butane-1,3-dione), 3-methyl-4-trifluoromethyl-acetophenone, NC1=NNC=C1C1=CC=NC=C1 (3-amino-4-(4-pyridinyl)-pyrazole). Yields the product FC(C1=CC(=NC=2N1N=CC2C2=CC=NC=C2)C2=CC(=C(C=C2)C(F)(F)F)C)F (7-Difluoromethyl-5-(3-methyl-4-trifluoromethyl-phenyl)-3-pyridin-4-yl-pyrazolo[1,5-a]pyrimidine). Yield: 69.2%. RXN SMILES: [F:1][CH:2]([F:19])[C:3](=O)[CH2:4][C:5]([C:7]1[CH:12]=[CH:11][C:10]([C:13]([F:16])([F:15])[F:14])=[C:9]([CH3:17])[CH:8]=1)=O.[NH2:20][C:21]1[C:25]([C:26]2[CH:31]=[CH:30][N:29]=[CH:28][CH:27]=2)=[CH:24][NH:23][N:22]=1>>[F:1][CH:2]([F:19])[C:3]1[N:22]2[N:23]=[CH:24][C:25]([C:26]3[CH:31]=[CH:30][N:29]=[CH:28][CH:27]=3)=[C:21]2[N:20]=[C:5]([C:7]2[CH:12]=[CH:11][C:10]([C:13]([F:16])([F:15])[F:14])=[C:9]([CH3:17])[CH:8]=2)[CH:4]=1. Reported procedure: Reaction of 4,4-difluoro-1-(3-methyl-4-trifluoromethyl-phenyl)-butane-1,3-dione (140 mg, 0.5 mmol), prepared from 3-methyl-4-trifluoromethyl-acetophenone (synthesis: see part acetophenone derivatives) according to general procedure A, and 3-amino-4-(4-pyridinyl)-pyrazole [CAS No. 216661-87-9; prepared from 4-cyanomethyl-pyridine as described in Bioorg. Med. Chem. Lett. 12 (2002) 3537-3541] (80 mg, 0.5 mmol) according to general procedure B yielded the title compound as a yellow solid (140 mg, 69...